The task is: describe an organic reaction: reactants, conditions, products, and yield. This data is from the Open Reaction Database (ORD), a public repository of structured organic reaction records. The reactants are FC(C1=CC2=C(N=C(S2)N)C=C1)(F)F (6-(trifluoromethyl)-2-aminobenzothiazole), C(C)N=C=NCCCN(C)C (1-Ethyl-3-(3-Dimethylaminopropyl)carbodiimide), ON1N=NC2=C1C=CC=C2 (1-hydroxy-1,2,3-benzotriazole), C(C)(=O)N1N=C(CC1C=1C=CC(=C(OCC(=O)O)C1)OC)C1=CC(=C(C(=C1)OC)OC)OC (2-{5-[1-acetyl-3-(3,4,5-trimethoxyphenyl)-4,5-dihydro-1H-5-pyrazolyl]-2-methoxyphenoxy}acetic acid). The solvent is ClCCl (dichloromethane), O (water). Product: FC(C1=CC2=C(N=C(S2)NC(COC2=C(C=CC(=C2)C2CC(=NN2C(C)=O)C2=CC(=C(C(=C2)OC)OC)OC)OC)=O)C=C1)(F)F (N1-[6-(trifluoromethyl)-1,3-benzothiazol-2-yl]-2-{5-[1-acetyl-3-(3,4,5-trimethoxy phenyl)-4,5-dihydro-1H-5-pyrazolyl]-2-methoxyphenoxy}acetamide). Yield: 801.6%. As a reaction SMILES: [F:1][C:2]([F:14])([F:13])[C:3]1[CH:12]=[CH:11][C:6]2[N:7]=[C:8]([NH2:10])[S:9][C:5]=2[CH:4]=1.C(N=C=NCCCN(C)C)C.ON1C2C=CC=CC=2N=N1.[C:36]([N:39]1[CH:43]([C:44]2[CH:45]=[CH:46][C:47]([O:55][CH3:56])=[C:48]([CH:54]=2)[O:49][CH2:50][C:51](O)=[O:52])[CH2:42][C:41]([C:57]2[CH:62]=[C:61]([O:63][CH3:64])[C:60]([O:65][CH3:66])=[C:59]([O:67][CH3:68])[CH:58]=2)=[N:40]1)(=[O:38])[CH3:37]>ClCCl.O>[F:14][C:2]([F:1])([F:13])[C:3]1[CH:12]=[CH:11][C:6]2[N:7]=[C:8]([NH:10][C:51](=[O:52])[CH2:50][O:49][C:48]3[CH:54]=[C:44]([CH:43]4[N:39]([C:36](=[O:38])[CH3:37])[N:40]=[C:41]([C:57]5[CH:62]=[C:61]([O:63][CH3:64])[C:60]([O:65][CH3:66])=[C:59]([O:67][CH3:68])[CH:58]=5)[CH2:42]4)[CH:45]=[CH:46][C:47]=3[O:55][CH3:56])[S:9][C:5]=2[CH:4]=1. Reported procedure: To a solution of 6-(trifluoromethyl)-2-aminobenzothiazole (218 mg, 1.0 mmol) in dichloromethane (20 mL) was added 1-Ethyl-3-(3-Dimethylaminopropyl)carbodiimide (EDC) (191 mg, 1.0 mmol) and 1-hydroxy-1,2,3-benzotriazole (HOBt) (13.5 mg, 0.1 mmol). Then added 2-{5-[1-acetyl-3-(3,4,5-trimethoxyphenyl)-4,5-dihydro-1H-5-pyrazolyl]-2-methoxyphenoxy}acetic acid (3) (458 mg, 0.1 mmol) and the reaction mixture was stirred at a temperature of 25° C. for 24 h and the reaction was monitored by TLC. Then to ...